Dataset: the Open Reaction Database (ORD), a public repository of structured organic reaction records. Task: describe an organic reaction: reactants, conditions, products, and yield Procedure: 296 mg of the product obtained in Example 83 in 3 ml of toluene and 0.26 ml of azido tributyltin are mixed together at ambient temperature then the reaction medium is heated at a temperature of approximately 120° C. for 22 hours then left to return to ambient temperature. 7 ml of tetrahydrofuran is added to the suspension obtained, gaseous hydrochloric acid is bubbled through for 1 minute then nitrogen is bubbled through for 10 minutes, the product obtained is separated, followed by rinsing with... Starting materials: Cl.Cl.N[C@@H]1CC[C@H](CC1)NC1=NC(=C2N=CN(C2=N1)C1CCCC1)NC1=CC=C(C#N)C=C1 (trans-4-[[2-[(4-aminocyclohexyl)-amino]-9-cyclopentyl-9H-purin-6-yl]amino]-benzonitrile dihydrochloride), N(=[N+]=[N-])[Sn](CCCC)(CCCC)CCCC (azido tributyltin), O1CCCC1 (tetrahydrofuran). RXN SMILES: [ClH:1].Cl.[NH2:3][C@H:4]1[CH2:9][CH2:8][C@H:7]([NH:10][C:11]2[N:19]=[C:18]3[C:14]([N:15]=[CH:16][N:17]3[CH:20]3[CH2:24][CH2:23][CH2:22][CH2:21]3)=[C:13]([NH:25][C:26]3[CH:33]=[CH:32][C:29]([C:30]#[N:31])=[CH:28][CH:27]=3)[N:12]=2)[CH2:6][CH2:5]1.O1CCCC1.[N:39]([Sn](CCCC)(CCCC)CCCC)=[N+:40]=[N-:41]>C1(C)C=CC=CC=1>[ClH:1].[ClH:1].[NH2:3][C@H:4]1[CH2:5][CH2:6][C@H:7]([NH:10][C:11]2[N:19]=[C:18]3[C:14]([N:15]=[CH:16][N:17]3[CH:20]3[CH2:21][CH2:22][CH2:23][CH2:24]3)=[C:13]([NH:25][C:26]3[CH:33]=[CH:32][C:29]([C:30]4[NH:41][N:40]=[N:39][N:31]=4)=[CH:28][CH:27]=3)[N:12]=2)[CH2:8][CH2:9]1 |f:0.1.2,6.7.8|. The solvent is C1(=CC=CC=C1)C (toluene). Reaction conditions: temperature 120 celsius. Product: Cl.Cl.N[C@@H]1CC[C@H](CC1)NC1=NC(=C2N=CN(C2=N1)C1CCCC1)NC1=CC=C(C=C1)C1=NN=NN1 (trans-N2-(4-aminocyclohexyl)-9-cyclopentyl-N6-[4-(1H-tetrazol-5-yl) phenyl]-9H-purin-2,6-diamine dihydrochloride).